Dataset: the Open Reaction Database (ORD), a public repository of structured organic reaction records. Task: describe an organic reaction: reactants, conditions, products, and yield Reactants: BrC=1C=CC=2N(C3=CC=C(C=C3C2C1)Br)CCCCCC (3,6-dibromo-9-hexyl-9H-carbazole), BrC1=CC=C(N(C2=CC=CC=C2)C2=CC=CC=C2)C=C1 (4-bromo-N,N-diphenyl aniline). Product: CN1C(=CC=C1)C=1C=C2C=3C=C(C=CC3N(C2=CC1)CCCCCC)Br (N-methyl-2-(3-bromo-9-hexyl-9H-carbazol-6-yl)pyrrole). RXN SMILES: BrC1C=C[C:5]2[N:6]([CH2:16]CCCCC)[C:7]3[C:12]([C:13]=2C=1)=CC(Br)=CC=3.[Br:22][C:23]1[CH:41]=[CH:40][C:26]([N:27]([C:34]2[CH:39]=[CH:38][CH:37]=[CH:36][CH:35]=2)[C:28]2[CH:33]=[CH:32][CH:31]=[CH:30][CH:29]=2)=[CH:25][CH:24]=1>>[CH3:16][N:6]1[CH:7]=[CH:12][CH:13]=[C:5]1[C:37]1[CH:36]=[C:35]2[C:34](=[CH:39][CH:38]=1)[N:27]([CH2:28][CH2:29][CH2:30][CH2:31][CH2:32][CH3:33])[C:26]1[CH:25]=[CH:24][C:23]([Br:22])=[CH:41][C:40]2=1. Procedure details: The compound of the present example was synthesized by the same method as described in example 1, except that 4.09 parts of 3,6-dibromo-9-hexyl-9H-carbazole (31) was used to substitute 4-bromo-N,N-diphenyl aniline. The reactants are C1=CC=CC2=CC3=CC=CC=C3C(=C12)C=O (9-anthracenecarbaldehyde), CC(CO)(CO)N (2-methyl-2-amino-1,3-propanediol), C1(=CC=C(C=C1)S(=O)(=O)O)C (p-toluenesulfonic acid), [BH3-]C#N.[Na+] (NaBH3CN), [BH3-]C#N.[Na+] (NaBH3CN), Cl (HCl), solution, Cl (HCl), CC1=C(C=C(C(=C1Br)O)Br)C2(C=3C=CC=CC3S(=O)(=O)O2)C=4C=C(C(=C(C4C)Br)O)Br (bromocresol green). Run in CCO (EtOH), C1(=CC=CC=C1)C (PhCH3), CCOCC (Et2O), O (H2O), O (H2O), CCO (EtOH), CCO (EtOH). Conditions: time 8 hour. Yields the product Cl.C1=CC=CC2=CC3=CC=CC=C3C(=C12)CNC(CO)(CO)C (2 -((9-anthracenylmethyl)amino)-2-methyl-1,3-propanediol hydrochloride). Yield: 40.0%. Reaction SMILES: [CH:1]1[C:14]2[C:5](=[CH:6][C:7]3[C:12]([C:13]=2[CH:15]=O)=[CH:11][CH:10]=[CH:9][CH:8]=3)[CH:4]=[CH:3][CH:2]=1.[CH3:17][C:18]([NH2:23])([CH2:21][OH:22])[CH2:19][OH:20].C1(C)C=CC(S(O)(=O)=O)=CC=1.[BH3-]C#N.[Na+].CC1C(Br)=C(O)C(Br)=CC=1C1(C2C=C(Br)C(O)=C(Br)C=2C)OS(=O)(=O)C2C=CC=CC1=2.[ClH:70]>CCO.CCOCC.O.C1(C)C=CC=CC=1>[ClH:70].[CH:11]1[C:12]2[C:7](=[CH:6][C:5]3[C:14]([C:13]=2[CH2:15][NH:23][C:18]([CH3:17])([CH2:21][OH:22])[CH2:19][OH:20])=[CH:1][CH:2]=[CH:3][CH:4]=3)[CH:8]=[CH:9][CH:10]=1 |f:3.4,11.12|. Procedure details: To a 2 L Erlenmeyer flask was added 9-anthracenecarbaldehyde (Aldrich Chemical Co., Milwaukee, WI, 53201, 20.63 g, 0.1 mol) 2-methyl-2-amino-1,3-propanediol (Aldrich, 9.13 g, 86.8 mmol), p-toluenesulfonic acid.H2O (Eastman Kodak Co., Rochester, NY, 14650, 0.1 g, 0.5 mmol), and PhCH3 (500 mL). The mixture was warmed to reflux for a few minutes and H2O (2-3 mL) was driven off. The resulting golden colored solution was allowed to cool to RT, diluted with absolute EtOH (500 mL) and stirred overnight... Starting materials: [Br-], CON(C)C(=O)CC1CN=C(c2cc3cccc(N(C)S(=O)(=O)c4cccs4)c3[nH]2)S1, C=C[Mg+], C1CCOC1, C1CCOC1, O=C(O)CC(O)(CC(=O)O)C(=O)O. Product: C=CC(=O)CC1CN=C(c2cc3cccc(N(C)S(=O)(=O)c4cccs4)c3[nH]2)S1. As a reaction SMILES: [Br-:37].[CH3:1][O:2][N:3]([C:4]([CH2:5][CH:6]1[CH2:7][N:8]=[C:9]([c:11]2[nH:12][c:13]3[c:14]([N:20]([S:21](=[O:22])(=[O:23])[c:24]4[s:25][cH:26][cH:27][cH:28]4)[CH3:29])[cH:15][cH:16][cH:17][c:18]3[cH:19]2)[S:10]1)=[O:30])[CH3:31].[CH:38]([Mg+:39])=[CH2:40].[O:32]1[CH2:33][CH2:34][CH2:36][CH2:35]1.[O:54]1[CH2:55][CH2:56][CH2:57][CH2:58]1.[OH:41][C:42]([CH2:43][C:44]([C:45](=[O:46])[OH:47])([CH2:48][C:49](=[O:50])[OH:51])[OH:52])=[O:53]>>[C:4]([CH2:5][CH:6]1[CH2:7][N:8]=[C:9]([c:11]2[nH:12][c:13]3[c:14]([N:20]([S:21](=[O:22])(=[O:23])[c:24]4[s:25][cH:26][cH:27][cH:28]4)[CH3:29])[cH:15][cH:16][cH:17][c:18]3[cH:19]2)[S:10]1)(=[O:30])[CH:33]=[CH2:34].